Dataset: the Open Reaction Database (ORD), a public repository of structured organic reaction records. Task: describe an organic reaction: reactants, conditions, products, and yield Reactants: solution, B(Br)(Br)Br (boron tribromide), C([O-])(O)=O.[Na+] (sodium bicarbonate), C(C1=CC=CC=C1)C=1C(=NC=C(N1)C1=CC=C(C=C1)OC)NC(CC1=CC=C(C=C1)OC)=S (3-benzyl-5-(4-methoxyphenyl)-2-[(4-methoxyphenyl)thioacetylamino]pyrazine), crude product, CCCCCC (n-hexane). Solvent: ClCCl (dichloromethane), ClCCl (dichloromethane), C(C)(=O)OCC (ethyl acetate). The product is C(C1=CC=CC=C1)C=1C(=NC=C(N1)C1=CC=C(C=C1)O)NC(CC1=CC=C(C=C1)O)=S (3-benzyl-5-(4-hydroxyphenyl)-2-[(4-hydroxyphenyl)thioacetylamino]pyrazine). Isolated yield 66.4%. Reaction SMILES: [CH2:1]([C:8]1[C:9]([NH:22][C:23](=[S:33])[CH2:24][C:25]2[CH:30]=[CH:29][C:28]([O:31]C)=[CH:27][CH:26]=2)=[N:10][CH:11]=[C:12]([C:14]2[CH:19]=[CH:18][C:17]([O:20]C)=[CH:16][CH:15]=2)[N:13]=1)[C:2]1[CH:7]=[CH:6][CH:5]=[CH:4][CH:3]=1.B(Br)(Br)Br.C(=O)(O)[O-].[Na+].CCCCCC>ClCCl.C(OCC)(=O)C>[CH2:1]([C:8]1[C:9]([NH:22][C:23](=[S:33])[CH2:24][C:25]2[CH:26]=[CH:27][C:28]([OH:31])=[CH:29][CH:30]=2)=[N:10][CH:11]=[C:12]([C:14]2[CH:19]=[CH:18][C:17]([OH:20])=[CH:16][CH:15]=2)[N:13]=1)[C:2]1[CH:3]=[CH:4][CH:5]=[CH:6][CH:7]=1 |f:2.3|. Procedure: Under an argon atmosphere, 3-benzyl-5-(4-methoxyphenyl)-2-[(4-methoxyphenyl)thioacetylamino]pyrazine (c-44) (823 mg, 1.81 mmol) was dissolved in anhydrous dichloromethane (30 mL) and to this was added 1.0 M solution of boron tribromide in dichloromethane (6.80 mL, 6.80 mmol) at room temperature and heated to reflux for 21 h. After cooling to room temperature, to this was added saturated aqueous solution of sodium bicarbonate and concentrated under reduced pressure with a rotary evaporator to rem... Reactants: Nc1c(Br)cncc1[N+](=O)[O-], CN1CCNCC1, CCOC(C)=O, ClC(Cl)Cl, O. The product is CN1CCN(c2cncc([N+](=O)[O-])c2N)CC1. Reaction SMILES: [Br:1][c:2]1[cH:3][n:4][cH:5][c:6]([N+:9](=[O:10])[O-:11])[c:7]1[NH2:8].[CH3:12][N:13]1[CH2:14][CH2:15][NH:16][CH2:17][CH2:18]1.[CH3:19][CH2:20][O:21][C:22]([CH3:23])=[O:24].[Cl:26][CH:27]([Cl:28])[Cl:29].[OH2:25]>>[c:2]1([N:16]2[CH2:15][CH2:14][N:13]([CH3:12])[CH2:18][CH2:17]2)[cH:3][n:4][cH:5][c:6]([N+:9](=[O:10])[O-:11])[c:7]1[NH2:8]. Starting materials: [Cl-].[NH4+] (ammonium chloride), C(C)[Mg]Cl (ethylmagnesium chloride), C1CCOC=2C=CC3=C(C12)C=CC(=C3)C(=O)C=3N=CNC3 ((2,3-dihydro-1H-benzo[f]chromen-8-yl)(1H-imidazol-4-yl)ketone). Run in C1CCOC1 (THF), C1CCOC1 (THF). Run at time 2 hour. Product: C1CCOC=2C=CC3=C(C12)C=CC(=C3)C(CC)(O)C=3N=CNC3 (1-(2,3-Dihydro-1H-benzo[f]chromen-8-yl)-1-(1H-imidazol-4-yl)propanol). RXN SMILES: [CH2:1]([Mg]Cl)[CH3:2].[CH2:5]1[C:14]2[C:13]3[CH:15]=[CH:16][C:17]([C:19]([C:21]4[N:22]=[CH:23][NH:24][CH:25]=4)=[O:20])=[CH:18][C:12]=3[CH:11]=[CH:10][C:9]=2[O:8][CH2:7][CH2:6]1.[Cl-].[NH4+]>C1COCC1>[CH2:5]1[C:14]2[C:13]3[CH:15]=[CH:16][C:17]([C:19]([C:21]4[N:22]=[CH:23][NH:24][CH:25]=4)([OH:20])[CH2:1][CH3:2])=[CH:18][C:12]=3[CH:11]=[CH:10][C:9]=2[O:8][CH2:7][CH2:6]1 |f:2.3|. Procedure: A solution of ethylmagnesium chloride in THF (3M; 3 mL) was added to a solution of (2,3-dihydro-1H-benzo[f]chromen-8-yl)(1H-imidazol-4-yl)ketone (0.523 g) in THF (20 ml) at 0° C. The mixture was stirred at room temperature for 2 h. Aqueous ammonium chloride solution was added to the mixture and extracted with ethyl acetate. The extract was dried and concentrated. The residue was chromatographed on silica gel (eluent; dichloromethane:methanol=20:1) to give the titled compound (0.512 g) as a color... Reactants: C(C1=CC=CC=C1)OC1=C(C=C(C(=O)O[C@@H](CCCCCC)C)C=C1)F ((R)-(−)-1-Methyheptyl 4-Benzyloxy-3-fluorobenzoate). The reagents and catalysts are [Pd] (Palladium on charcoal). The solvent is C(C)(=O)OCC (ethyl acetate). Run at time 24 hour. The product is OC1=C(C=C(C(=O)O[C@@H](CCCCCC)C)C=C1)F ((R)-(−)-1-Methylheptyl 4-Hydroxy-3-fluorobenzoate). As a reaction SMILES: C([O:8][C:9]1[CH:25]=[CH:24][C:12]([C:13]([O:15][C@H:16]([CH3:23])[CH2:17][CH2:18][CH2:19][CH2:20][CH2:21][CH3:22])=[O:14])=[CH:11][C:10]=1[F:26])C1C=CC=CC=1>[Pd].C(OCC)(=O)C>[OH:8][C:9]1[CH:25]=[CH:24][C:12]([C:13]([O:15][C@H:16]([CH3:23])[CH2:17][CH2:18][CH2:19][CH2:20][CH2:21][CH3:22])=[O:14])=[CH:11][C:10]=1[F:26]. Procedure: 10% Palladium on charcoal (0.3 g), was added to a solution of compound 12 (10.0 g, 28 mmol) in ethyl acetate (300 ml). The solution was evacuated and left stirring with hydrogen at atmospheric pressure for 24 h. The catalyst was filtered off and the solvent removed in vacuo to yield a yellow oil which was purified by column chromatography (dichloromethane) on silica to yield the pure colourless oil. Yield 5.8 g (77%). [α]D=−33.7° at 25° C.